Task: describe an organic reaction: reactants, conditions, products, and yield. Dataset: the Open Reaction Database (ORD), a public repository of structured organic reaction records Starting materials: CC(=O)O[BH-](OC(C)=O)OC(C)=O, C1COCCN1, CC(Cl)Cl, [Na+], O=CC1CN(C(=O)c2cccc3ccccc23)CC1CN1CCC(c2ccc(F)cc2)CC1. As a reaction SMILES: [C:40]([O:41][BH-:42]([O:43][C:44](=[O:45])[CH3:46])[O:47][C:48](=[O:49])[CH3:50])(=[O:51])[CH3:52].[CH2:34]1[CH2:35][O:36][CH2:37][CH2:38][NH:39]1.[Cl:54][CH:55]([Cl:56])[CH3:57].[Na+:53].[c:1]1([C:11](=[O:12])[N:13]2[CH2:14][CH:15]([CH2:20][N:21]3[CH2:22][CH2:23][CH:24]([c:27]4[cH:28][cH:29][c:30]([F:33])[cH:31][cH:32]4)[CH2:25][CH2:26]3)[CH:16]([CH:18]=[O:19])[CH2:17]2)[cH:2][cH:3][cH:4][c:5]2[cH:6][cH:7][cH:8][cH:9][c:10]12>>[c:1]1([C:11](=[O:12])[N:13]2[CH2:14][CH:15]([CH2:20][N:21]3[CH2:22][CH2:23][CH:24]([c:27]4[cH:28][cH:29][c:30]([F:33])[cH:31][cH:32]4)[CH2:25][CH2:26]3)[CH:16]([CH2:18][N:39]3[CH2:34][CH2:35][O:36][CH2:37][CH2:38]3)[CH2:17]2)[cH:2][cH:3][cH:4][c:5]2[cH:6][cH:7][cH:8][cH:9][c:10]12. The product is O=C(c1cccc2ccccc12)N1CC(CN2CCOCC2)C(CN2CCC(c3ccc(F)cc3)CC2)C1. Reaction SMILES: [CH2:1]([O:8][C:9]1[N:14]=[C:13]2[NH:15][CH:16]=[N:17][C:12]2=[CH:11][CH:10]=1)[C:2]1[CH:7]=[CH:6][CH:5]=[CH:4][CH:3]=1.Br[C:19]1[CH:24]=[CH:23][C:22]([CH3:25])=[CH:21][CH:20]=1.C(=O)([O-])[O-].[K+].[K+].C(OC1N=C2N=CN(C3C=CC(C)=CC=3)C2=CC=1)C1C=CC=CC=1>CCOC(C)=O.[Cu]I.CN1C(=O)CCC1>[CH2:1]([O:8][C:9]1[N:14]=[C:13]2[N:15]([C:19]3[CH:24]=[CH:23][C:22]([CH3:25])=[CH:21][CH:20]=3)[CH:16]=[N:17][C:12]2=[CH:11][CH:10]=1)[C:2]1[CH:3]=[CH:4][CH:5]=[CH:6][CH:7]=1 |f:2.3.4|. The product is C(C1=CC=CC=C1)OC1=CC=C2C(=N1)N(C=N2)C2=CC=C(C=C2)C (5-(Benzyloxy)-3-p-tolyl-3H-imidazo[4,5-b]pyridine). Run in CCOC(=O)C (EtOAc), CN1CCCC1=O (NMP). Procedure: 5-(Benzyloxy)-3H-imidazo[4,5-b]pyridine (0.204 g, 0.906 mmol), 4-bromotoluene (0.123 mL, 0.996 mmol), potassium carbonate (263 mg, 1.90 mmol), copper(1) iodide (8.6 mg, 0.045 mmol) and NMP (3 mL) were heated at 210° C. for 1 h under microwave irradiation in a heavy walled sealed tube. The mixture was cooled to room temperature and diluted with EtOAc. The solution was washed with water and the organics were dried over MgSO4, filtered, and concentrated. The residue was purified by column chromatog... Reagents/catalysts: [Cu]I (copper(1) iodide). Starting materials: C(C1=CC=CC=C1)OC1=CC=C2C(=N1)N=CN2C2=CC=C(C=C2)C (5-(benzyloxy)-1-p-tolyl-1H-imidazo[4,5-b]pyridine), C(C1=CC=CC=C1)OC1=CC=C2C(=N1)NC=N2 (5-(Benzyloxy)-3H-imidazo[4,5-b]pyridine), BrC1=CC=C(C=C1)C (4-bromotoluene), C([O-])([O-])=O.[K+].[K+] (potassium carbonate). Starting materials: CC([O-])=S, CCC1C(=O)NCC1Cc1cccnn1, CN(C)C=O, [K+]. Yields the product CCC1C(=O)SCC1Cc1cccnn1. As a reaction SMILES: [C:1]([O-:2])(=[S:3])[CH3:4].[CH2:6]([CH3:7])[CH:8]1[C:9](=[O:20])[NH:10][CH2:11][CH:12]1[CH2:13][c:14]1[n:15][n:16][cH:17][cH:18][cH:19]1.[CH3:21][N:22]([CH3:23])[CH:24]=[O:25].[K+:5]>>[S:3]1[C:9](=[O:20])[CH:8]([CH2:6][CH3:7])[CH:12]([CH2:13][c:14]2[n:15][n:16][cH:17][cH:18][cH:19]2)[CH2:11]1. Reactants: [H-].[Na+] (sodium hydride), OC1=C(C(=O)OCC)C(=CC=C1)C (ethyl 2-hydroxy-6-methylbenzoate), C1(=CC=C(C=C1)S(=O)(=O)OCCO[C@H]1C[C@H](CCC1)OCC=1N=C(OC1C)C=1C=C(C=CC1)C)C ((1R,3S)-[3-(5-methyl-2-m-tolyloxazol-4-ylmethoxy)cyclohexyloxy]ethyl toluene-4-sulfonate). Run in [Na+].[Cl-] (NaCl), C(C)(=O)OCC (ethyl acetate), CN(C)C=O (DMF), CN(C)C=O (DMF). Reaction conditions: temperature 40 celsius, time 30 minute. Product: CC1=C(C(=O)OCC)C(=CC=C1)OCCO[C@H]1C[C@H](CCC1)OCC=1N=C(OC1C)C=1C=C(C=CC1)C (Ethyl (1R,3S)-2-methyl-6-{2-[3-(5-methyl-2-m-tolyloxazol-4-ylmethoxy)cyclohexyloxy]ethoxy}benzoate). As a reaction SMILES: [OH:1][C:2]1[CH:12]=[CH:11][CH:10]=[C:9]([CH3:13])[C:3]=1[C:4]([O:6][CH2:7][CH3:8])=[O:5].[H-].[Na+].C1(C)C=CC(S(O[CH2:26][CH2:27][O:28][C@@H:29]2[CH2:34][CH2:33][CH2:32][C@H:31]([O:35][CH2:36][C:37]3[N:38]=[C:39]([C:43]4[CH:44]=[C:45]([CH3:49])[CH:46]=[CH:47][CH:48]=4)[O:40][C:41]=3[CH3:42])[CH2:30]2)(=O)=O)=CC=1>CN(C=O)C.[Na+].[Cl-].C(OCC)(=O)C>[CH3:13][C:9]1[CH:10]=[CH:11][CH:12]=[C:2]([O:1][CH2:26][CH2:27][O:28][C@@H:29]2[CH2:34][CH2:33][CH2:32][C@H:31]([O:35][CH2:36][C:37]3[N:38]=[C:39]([C:43]4[CH:44]=[C:45]([CH3:49])[CH:46]=[CH:47][CH:48]=4)[O:40][C:41]=3[CH3:42])[CH2:30]2)[C:3]=1[C:4]([O:6][CH2:7][CH3:8])=[O:5] |f:1.2,5.6|. Reported procedure: 90 mg of ethyl 2-hydroxy-6-methylbenzoate are dissolved in 2 ml of dry DMF, and 23 mg of a 60 percent strength sodium hydride suspension are added. After 30 min at room temperature, 100 mg of ((1R,3S)-[3-(5-methyl-2-m-tolyloxazol-4-ylmethoxy)cyclohexyloxy]ethyl toluene-4-sulfonate in 2 ml of DMF are added. The mixture is stirred at 40° C. until the reaction has gone to completion (monitored by LC-MS). After cooling, the mixture is diluted with sat. NaCl solution and ethyl acetate. The organic ph... Reactants: CC(C)(C)OC(=O)NN=Cc1ccc(-c2ccccn2)cc1, C, CC(C)O, [H][H], [Pd]. Yields the product CC(C)(C)OC(=O)NNCc1ccc(-c2ccccn2)cc1. RXN SMILES: [C:1]([CH3:2])([CH3:3])([CH3:4])[O:5][C:6](=[O:7])[NH:8][N:9]=[CH:10][c:11]1[cH:12][cH:13][c:14](-[c:17]2[n:18][cH:19][cH:20][cH:21][cH:22]2)[cH:15][cH:16]1.[C:25].[CH:27]([OH:28])([CH3:29])[CH3:30].[H:23][H:24].[Pd:26]>>[C:1]([CH3:2])([CH3:3])([CH3:4])[O:5][C:6](=[O:7])[NH:8][NH:9][CH2:10][c:11]1[cH:12][cH:13][c:14](-[c:17]2[n:18][cH:19][cH:20][cH:21][cH:22]2)[cH:15][cH:16]1. Reactants: C(C)(C)(C)O[K] (tBuOK), N1(C=NC=C1)NC1=CC=C(C=C1)C(F)(F)F (N-(1H-imidazol-1-yl)-4-trifluoromethylaniline), Heterocycles, FC1=CC=C(C#N)C=C1 (4-fluorobenzonitrile), N1C(NC=C1)=S (2,3-dihydro-1H-imidazol-2-thione), [Na] (sodium). The solvent is CS(=O)C (DMSO), O (water), CS(=O)C (DMSO). Run at time 1 hour. The product is N1(C=NC=C1)N(C1=CC=C(C=C1)C(F)(F)F)C1=CC=C(C#N)C=C1 (4-[N-(1H-imidazol-1-yl)-N-(4-trifluoromethylphenyl)amino]benzonitrile). Yield: 63.0%. As a reaction SMILES: C(O[K])(C)(C)C.[N:7]1([NH:12][C:13]2[CH:18]=[CH:17][C:16]([C:19]([F:22])([F:21])[F:20])=[CH:15][CH:14]=2)[CH:11]=[CH:10][N:9]=[CH:8]1.N1C=CNC1=S.F[C:30]1[CH:37]=[CH:36][C:33]([C:34]#[N:35])=[CH:32][CH:31]=1.[Na]>CS(C)=O.O>[N:7]1([N:12]([C:30]2[CH:37]=[CH:36][C:33]([C:34]#[N:35])=[CH:32][CH:31]=2)[C:13]2[CH:14]=[CH:15][C:16]([C:19]([F:20])([F:21])[F:22])=[CH:17][CH:18]=2)[CH:11]=[CH:10][N:9]=[CH:8]1 |^1:37|. Procedure: To a cold solution (10-15° C.) of tBuOK (1.06 g, 0.00895 mol) in DMSO (18 ml) was added portionwise N-(1H-imidazol-1-yl)-4-trifluoromethylaniline (1.85 g, 0.00814 mol) (prepared by desulfurization from the corresponding 2,3-dihydro-1H-imidazol-2-thione, J. G. Schantl, Heterocycles, 37(3), 1873, 1994). The reaction mixture was stirred at room temperature for 1 h, then 4-fluorobenzonitrile (0.936 g, 0.00773 mol) in DMSO (18 ml) was added, the reaction mixture was stirred for 2 h and pourred into w...